From a dataset of the Open Reaction Database (ORD), a public repository of structured organic reaction records. describe an organic reaction: reactants, conditions, products, and yield Starting materials: FC(S(=O)(=O)OC1=C(SCCCCCC(=O)OC)[C@H]([C@@H](C1)O[Si](C)(C)C(C)(C)C)\C=C\[C@H](C[C@@H](CCCC)C)O[Si](C)(C)C(C)(C)C)(F)F (methyl (11R,12S,13E,15S,17R)-9-trifluoromethanesulfonyloxy-11,15-bis(tert-butyldimethylsiloxy)-17,20-dimethyl-7-thiaprosta-8,13-dienoate), CCCCCC (hexane), C1(=CC=CC=C1)P(C1=CC=CC=C1)C1=CC=CC=C1 (triphenylphosphine), C[Al](C)C (trimethylaluminum). The reagents and catalysts are C=1C=CC(=CC1)[P](C=2C=CC=CC2)(C=3C=CC=CC3)[Pd]([P](C=4C=CC=CC4)(C=5C=CC=CC5)C=6C=CC=CC6)([P](C=7C=CC=CC7)(C=8C=CC=CC8)C=9C=CC=CC9)[P](C=1C=CC=CC1)(C=1C=CC=CC1)C=1C=CC=CC1 (tetrakistriphenylphosphinepalladium), [Pd].[Pd].C(C1=CC=CC=C1)=CC(=O)C=CC1=CC=CC=C1.C(C1=CC=CC=C1)=CC(=O)C=CC1=CC=CC=C1.C(C1=CC=CC=C1)=CC(=O)C=CC1=CC=CC=C1 (tris(dibenzylideneacetone) dipalladium(0)). The solvent is CCOCC (Ether), ClCCCl (1,2-dichloroethane), Cl (hydrochloric acid). Run at time 3 hour. Yields the product CC1=C(SCCCCCC(=O)OC)[C@H]([C@@H](C1)O[Si](C)(C)C(C)(C)C)\C=C\[C@H](C[C@@H](CCCC)C)O[Si](C)(C)C(C)(C)C (methyl (11R,12S,13E,15S,17R)-9-methyl-11,15-bis(tert-butyldimethylsiloxy)-17,20-dimethyl-7-thiaprosta-8,13-dienoate). Isolated yield 55.1%. As a reaction SMILES: [C:1]1(P(C2C=CC=CC=2)C2C=CC=CC=2)C=CC=CC=1.FC(F)(F)S(O[C:26]1[CH2:40][C@@H:39]([O:41][Si:42]([C:45]([CH3:48])([CH3:47])[CH3:46])([CH3:44])[CH3:43])[C@H:38](/[CH:49]=[CH:50]/[C@@H:51]([O:59][Si:60]([C:63]([CH3:66])([CH3:65])[CH3:64])([CH3:62])[CH3:61])[CH2:52][C@H:53]([CH3:58])[CH2:54][CH2:55][CH2:56][CH3:57])[C:27]=1[S:28][CH2:29][CH2:30][CH2:31][CH2:32][CH2:33][C:34]([O:36][CH3:37])=[O:35])(=O)=O.C[Al](C)C.CCCCCC>ClCCCl.Cl.C1C=CC([P]([Pd]([P](C2C=CC=CC=2)(C2C=CC=CC=2)C2C=CC=CC=2)([P](C2C=CC=CC=2)(C2C=CC=CC=2)C2C=CC=CC=2)[P](C2C=CC=CC=2)(C2C=CC=CC=2)C2C=CC=CC=2)(C2C=CC=CC=2)C2C=CC=CC=2)=CC=1.[Pd].[Pd].C(=CC(C=CC1C=CC=CC=1)=O)C1C=CC=CC=1.C(=CC(C=CC1C=CC=CC=1)=O)C1C=CC=CC=1.C(=CC(C=CC1C=CC=CC=1)=O)C1C=CC=CC=1.CCOCC>[CH3:1][C:26]1[CH2:40][C@@H:39]([O:41][Si:42]([C:45]([CH3:47])([CH3:46])[CH3:48])([CH3:43])[CH3:44])[C@H:38](/[CH:49]=[CH:50]/[C@@H:51]([O:59][Si:60]([C:63]([CH3:66])([CH3:64])[CH3:65])([CH3:61])[CH3:62])[CH2:52][C@H:53]([CH3:58])[CH2:54][CH2:55][CH2:56][CH3:57])[C:27]=1[S:28][CH2:29][CH2:30][CH2:31][CH2:32][CH2:33][C:34]([O:36][CH3:37])=[O:35] |f:7.8.9.10.11,^1:87,89,108,127|. Procedure details: To tetrakistriphenylphosphinepalladium prepared in advance in the system from tris(dibenzylideneacetone) dipalladium(0) (92 mg, 0.1 mmol) and triphenylphosphine (210 mg, 0.8 mmol) were added methyl (11R,12S,13E,15S,17R)-9-trifluoromethanesulfonyloxy-11,15-bis(tert-butyldimethylsiloxy)-17,20-dimethyl-7-thiaprosta-8,13-dienoate 437 mg, 0.546 mmol) in 1,2-dichloroethane (5 mL) and 2M trimethylaluminum in hexane (0.423 mL, 0.846 mmol). This was agitated for 3 hours at room temperature. Ether was add... Starting materials: C1(C2=C(C(=O)O1)CCCC2)=O (3,4,5,6-tetrahydrophthalic acid anhydride), COC(C=P(C1=CC=CC=C1)(C1=CC=CC=C1)C1=CC=CC=C1)=O ((triphenylphosphoranylidene)acetic acid methyl ester). Run in C(Cl)(Cl)Cl (chloroform). Product: COC(/C=C\1/OC(C2=C1CCCC2)=O)=O (((E)-3-oxo-4,5,6,7-tetrahydro-2-benzofuran-1(3H)-ylidene)acetic acid methyl ester). Isolated yield 46.4%. RXN SMILES: [C:1]1(=[O:11])[O:6][C:4](=O)[C:3]2[CH2:7][CH2:8][CH2:9][CH2:10][C:2]1=2.[CH3:12][O:13][C:14](=[O:35])[CH:15]=P(C1C=CC=CC=1)(C1C=CC=CC=1)C1C=CC=CC=1>C(Cl)(Cl)Cl>[CH3:12][O:13][C:14](=[O:35])/[CH:15]=[C:4]1/[O:6][C:1](=[O:11])[C:2]2[CH2:10][CH2:9][CH2:8][CH2:7][C:3]/1=2. Reported procedure: A solution of 3,4,5,6-tetrahydrophthalic acid anhydride (3.04 g) and (triphenylphosphoranylidene)acetic acid methyl ester (6.69 g) in chloroform (50.0 mL) was refluxed for 3 hours. After cooling the reaction mixture to room temperature, it was concentrated. The residue was purified by column chromatography on silica gel (ethyl acetate:hexane=1:9→3:7) to give the title compound (1.93 g) having the following physical data. The reactants are O (water), N1(CCCCC1)C1CCNCC1 (4-piperidinopiperidine), Cl.C(C1=CC=CC=C1)(=O)N1CC(CCC1)(CCCN1CCC(CC1)C(=O)N1CCCC1)C1=CC(=C(C=C1)Cl)Cl (1-Benzoyl-3-(3,4-dichlorophenyl)-3-[3-[4-(pyrrolidin-1-ylcarbonyl)piperid-1-yl]propyl]piperidine Hydrochloride), C(=O)([O-])[O-].[K+].[K+] (K2CO3). The solvent is CN(C)C=O.C(C)#N (DMF acetonitrile), CCOC(=O)C (AcOEt). Reaction conditions: temperature 100 celsius. Yields the product O.Cl.Cl.C(C1=CC=CC=C1)(=O)N1CC(CCC1)(CCCN1CCC(CC1)N1CCCCC1)C1=CC(=C(C=C1)Cl)Cl.C(C1=CC=CC=C1)(=O)N1CC(CCC1)(C1=CC(=C(C=C1)Cl)Cl)CCCN1CCC(CC1)N1CCCCC1.Cl.Cl (1-Benzoyl-3-(3,4-dichlorophenyl)-3-[3-(4-piperidinopiperid-1-yl)propyl]-piperidine Dihydrochloride Hemihydrate). RXN SMILES: [N:1]1([CH:7]2[CH2:12][CH2:11][NH:10][CH2:9][CH2:8]2)[CH2:6][CH2:5][CH2:4][CH2:3][CH2:2]1.[ClH:13].[C:14]([N:22]1[CH2:27][CH2:26][CH2:25][C:24]([C:44]2[CH:49]=[CH:48][C:47]([Cl:50])=[C:46]([Cl:51])[CH:45]=2)([CH2:28][CH2:29][CH2:30][N:31]2[CH2:36][CH2:35][CH:34](C(N3CCCC3)=O)[CH2:33][CH2:32]2)[CH2:23]1)(=[O:21])[C:15]1[CH:20]=[CH:19][CH:18]=[CH:17][CH:16]=1.C([O-])([O-])=O.[K+].[K+].O>CN(C=O)C.C(#N)C.CCOC(C)=O>[OH2:21].[ClH:50].[ClH:13].[C:14]([N:22]1[CH2:27][CH2:26][CH2:25][C:24]([C:44]2[CH:49]=[CH:48][C:47]([Cl:50])=[C:46]([Cl:51])[CH:45]=2)([CH2:28][CH2:29][CH2:30][N:10]2[CH2:11][CH2:12][CH:7]([N:1]3[CH2:6][CH2:5][CH2:4][CH2:3][CH2:2]3)[CH2:8][CH2:9]2)[CH2:23]1)(=[O:21])[C:15]1[CH:16]=[CH:17][CH:18]=[CH:19][CH:20]=1.[C:14]([N:22]1[CH2:27][CH2:26][CH2:25][C:24]([CH2:28][CH2:29][CH2:30][N:31]2[CH2:32][CH2:33][CH:34]([N:1]3[CH2:6][CH2:5][CH2:4][CH2:3][CH2:2]3)[CH2:35][CH2:36]2)([C:44]2[CH:49]=[CH:48][C:47]([Cl:50])=[C:46]([Cl:51])[CH:45]=2)[CH2:23]1)(=[O:21])[C:15]1[CH:20]=[CH:19][CH:18]=[CH:17][CH:16]=1.[ClH:50].[ClH:50] |f:1.2,3.4.5,7.8,10.11.12.13.14.15.16|. Procedure details: A mixture of 0.55 g of 4-piperidinopiperidine, 1.3 g of the compound obtained in step B of EXAMPLE 1 and 1.14 g of K2CO3 in 10 ml of a DMF/acetonitrile mixture (50/50; v/v) is heated at 100° C. for 3 hours. The reaction mixture is poured into water and extracted with AcOEt, the organic phase is washed twice with water and with saturated NaCl solution and dried over MgSO4 and the solvent is evaporated off under vacuum. The residue is chromatographed on silica H using DCM and then a DCM/MeOH mixtu... The reactants are ClC1=NC2=CC=C(C=C2C(=C1)F)OC (2-chloro-4-fluoro-6-methoxyquinoline), B(Br)(Br)Br (BBr3). The solvent is C(Cl)Cl (DCM). Yields the product ClC1=NC2=CC=C(C=C2C(=C1)F)O (2-chloro-4-fluoroquinolin-6-ol). Yield: 67.9%. As a reaction SMILES: [Cl:1][C:2]1[CH:11]=[C:10]([F:12])[C:9]2[C:4](=[CH:5][CH:6]=[C:7]([O:13]C)[CH:8]=2)[N:3]=1.B(Br)(Br)Br>C(Cl)Cl>[Cl:1][C:2]1[CH:11]=[C:10]([F:12])[C:9]2[C:4](=[CH:5][CH:6]=[C:7]([OH:13])[CH:8]=2)[N:3]=1. Procedure details: A mixture solution of 2-chloro-4-fluoro-6-methoxyquinoline (see U.S. 61/391,225 for synthesis) (280 mg, 1.32 mmol) and BBr3 (0.3 mL, 3.2 mmol, 2.64 g/mL) in DCM (5 mL) was stirred at 20° C. for 12 hours. Aqueous workup with DCM extraction gave the crude product, which was purified by silica gel column (PE/EtOAc=50/1) to give product (177 mg, yield 69%) as a white solid. Starting materials: C(C)(=O)SC(CCCCC(=O)O)CCSC(C)=O (6,8-bisacetylmercaptooctanoic acid), SC(CCCCC(=O)O)CCS (6,8-bismercaptooctanoic acid), C1CSS[C@@H]1CCCCC(=O)O (lipoic acid), C1CSS[C@@H]1CCCCC(=O)O (Lipoic acid). The product is C(C)(=O)OC(CCCCC(CCSC(C)=O)SC(C)=O)=O (6,8-bisacetylmercaptooctanoic acetic anhydride). RXN SMILES: [C:1]([S:4][CH:5]([CH2:13][CH2:14][S:15][C:16](=[O:18])[CH3:17])[CH2:6][CH2:7][CH2:8][CH2:9][C:10]([OH:12])=[O:11])(=[O:3])[CH3:2].C1[C@@H](CCC[CH2:27][C:28](O)=[O:29])SSC1.SC(CCS)CCCCC(O)=O>>[C:28]([O:11][C:10](=[O:12])[CH2:9][CH2:8][CH2:7][CH2:6][CH:5]([S:4][C:1](=[O:3])[CH3:2])[CH2:13][CH2:14][S:15][C:16](=[O:18])[CH3:17])(=[O:29])[CH3:27]. Procedure: 6,8-bisacetylmercaptooctanoic (henceforth referred to as bis-acetyl lipoic acid) was prepared from commercially available—lipoic acid using a three step procedure. These steps were as follows: Lipoic acid was first reduced to 6,8-bismercaptooctanoic acid which was then acetylated to produce 6,8-bisacetylmercaptooctanoic acetic anhydride. This 6,8-bisacetylmercaptooctanoic acetic anhydride was then selectively hydrolyzed to produce the 6,8-bisacetylmercaptooctanoic acid. Starting materials: Cl.COC1=CC=C(C=C1)C1=CC(=NN1C1=CC=C(CN)C=C1)C(F)(F)F (4-[5-(4-Methoxyphenyl)-3-(trifluoromethyl)-1H-pyrazol-1-yl]benzylamine hydrochloride), [O-]C#N.[Na+] (sodium cyanate). Run in O (water), C(C)O (ethanol). Product: COC1=CC=C(C=C1)C1=CC(=NN1C1=CC=C(CNC(=O)N)C=C1)C(F)(F)F (N-{4-[5-(4-Methoxyphenyl)-3-(trifluoromethyl)-1H-pyrazol-1-yl]benzyl}urea). As a reaction SMILES: Cl.[CH3:2][O:3][C:4]1[CH:9]=[CH:8][C:7]([C:10]2[N:14]([C:15]3[CH:22]=[CH:21][C:18]([CH2:19][NH2:20])=[CH:17][CH:16]=3)[N:13]=[C:12]([C:23]([F:26])([F:25])[F:24])[CH:11]=2)=[CH:6][CH:5]=1.[O-:27][C:28]#[N:29].[Na+]>O.C(O)C>[CH3:2][O:3][C:4]1[CH:5]=[CH:6][C:7]([C:10]2[N:14]([C:15]3[CH:22]=[CH:21][C:18]([CH2:19][NH:20][C:28]([NH2:29])=[O:27])=[CH:17][CH:16]=3)[N:13]=[C:12]([C:23]([F:26])([F:24])[F:25])[CH:11]=2)=[CH:8][CH:9]=1 |f:0.1,2.3|. Procedure details: To a solution of 4-[5-(4-methoxyphenyl)-3-(trifluoromethyl)-1H-pyrazol-1-yl]benzylamine hydrochloride obtained by Example 70 (150 mg) in water (8 ml) and ethanol (4 ml) was added sodium cyanate (100 mg) under ice cooling. Starting materials: CCOC(C)=O, CN(C)C=O, [Cl-], O=C1CCCc2cc(OS(=O)(=O)C(F)(F)F)ccc21, [Li+], CCCC[Sn](CCCC)(CCCC)c1cccnc1. Product: O=C1CCCc2cc(-c3cccnc3)ccc21. Reaction SMILES: [CH3:41][CH2:42][O:43][C:44](=[O:45])[CH3:46].[CH3:47][N:48]([CH3:49])[CH:50]=[O:51].[Cl-:40].[F:1][C:2]([F:3])([F:4])[S:5]([O:6][c:7]1[cH:8][c:9]2[c:14]([cH:15][cH:16]1)[C:13](=[O:17])[CH2:12][CH2:11][CH2:10]2)(=[O:18])=[O:19].[Li+:39].[n:20]1[cH:21][c:22]([Sn:26]([CH2:27][CH2:28][CH2:29][CH3:30])([CH2:31][CH2:32][CH2:33][CH3:34])[CH2:35][CH2:36][CH2:37][CH3:38])[cH:23][cH:24][cH:25]1>>[c:7]1(-[c:22]2[cH:21][n:20][cH:25][cH:24][cH:23]2)[cH:8][c:9]2[c:14]([cH:15][cH:16]1)[C:13](=[O:17])[CH2:12][CH2:11][CH2:10]2. The reactants are C1(C=2C(C(N1)=O)=CC=CC2)=O.[K] (potassium phthalimide), ClC1=NC(=CC=C1CCl)Cl (2,6-dichloro-3-pyridylmethyl chloride). Conditions: time 2 hour. Procedure: In 40 ml of DMF was suspended 3.9 g (0.021 mole) of potassium phthalimide followed by addition of 3.9 g (0.02 mole) of 2,6-dichloro-3-pyridylmethyl chloride and the mixture was stirred at 60°-70° C. for 2 hours. The DMF was distilled off under reduced pressure and the residue was diluted with 50 ml of water and extracted with CHCl3 (50 ml×3). The extract was dried over MgSO4 and concentrated and the resulting precipitate was collected by filtration, washed with ether and dried to give 3.8 g of N... The solvent is CN(C)C=O (DMF). As a reaction SMILES: [C:1]1(=[O:11])[NH:5][C:4](=[O:6])[C:3]2=[CH:7][CH:8]=[CH:9][CH:10]=[C:2]12.[K].ClC1C(CCl)=CC=C(Cl)N=1>CN(C=O)C>[C:1]1(=[O:11])[NH:5][C:4](=[O:6])[C:3]2=[CH:7][CH:8]=[CH:9][CH:10]=[C:2]12 |f:0.1,^1:11|. The product is C1(C=2C(C(N1)=O)=CC=CC2)=O (phthalimide). Reactants: CCOC(=O)C(CCn1c(COc2ccc(Cl)cc2)nc2c(C)cccc21)Cc1ccccc1, CO, CN. The product is CNC(=O)C(CCn1c(COc2ccc(Cl)cc2)nc2c(C)cccc21)Cc1ccccc1. Reaction SMILES: [CH2:1]([O:2][C:4](=[O:5])[CH:6]([CH2:7][CH2:8][n:9]1[c:10]([CH2:19][O:20][c:21]2[cH:22][cH:23][c:24]([Cl:27])[cH:25][cH:26]2)[n:11][c:12]2[c:13]1[cH:14][cH:15][cH:16][c:17]2[CH3:18])[CH2:28][c:29]1[cH:30][cH:31][cH:32][cH:33][cH:34]1)[CH3:3].[CH3:35][OH:36].[CH3:37][NH2:38]>>[C:4](=[O:5])([CH:6]([CH2:7][CH2:8][n:9]1[c:10]([CH2:19][O:20][c:21]2[cH:22][cH:23][c:24]([Cl:27])[cH:25][cH:26]2)[n:11][c:12]2[c:13]1[cH:14][cH:15][cH:16][c:17]2[CH3:18])[CH2:28][c:29]1[cH:30][cH:31][cH:32][cH:33][cH:34]1)[NH:38][CH3:37]. The reactants are CCCCc1ccc(B(O)O)cc1, C1CCOC1, CN1C(=O)CCC2(C)c3ccc(Br)cc3CCC12, ClC(Cl)Cl, [Na+], [Na+], O=C([O-])[O-]. The product is CCCCc1ccc(-c2ccc3c(c2)CCC2N(C)C(=O)CCC32C)cc1. RXN SMILES: [CH2:19]([CH2:20][CH2:21][CH3:22])[c:23]1[cH:24][cH:25][c:26]([B:29]([OH:30])[OH:31])[cH:27][cH:28]1.[CH2:38]1[O:39][CH2:40][CH2:41][CH2:42]1.[CH3:1][N:2]1[C:3](=[O:18])[CH2:4][CH2:5][C:6]2([CH3:17])[c:7]3[c:8]([cH:12][c:13]([Br:16])[cH:14][cH:15]3)[CH2:9][CH2:10][CH:11]12.[CH:43]([Cl:44])([Cl:45])[Cl:46].[Na+:32].[Na+:33].[O-:34][C:35](=[O:36])[O-:37]>>[CH3:1][N:2]1[C:3](=[O:18])[CH2:4][CH2:5][C:6]2([CH3:17])[c:7]3[c:8]([cH:12][c:13](-[c:26]4[cH:25][cH:24][c:23]([CH2:19][CH2:20][CH2:21][CH3:22])[cH:28][cH:27]4)[cH:14][cH:15]3)[CH2:9][CH2:10][CH:11]12.